This data is from the Open Reaction Database (ORD), a public repository of structured organic reaction records. The task is: describe an organic reaction: reactants, conditions, products, and yield The reactants are FC=1C=C2CCC(C2=CC1F)=O (5,6-Difluoroindan-1-one), [BH4-].[Na+] (sodium borohydride). The solvent is C(C)O (ethanol). Conditions: time 48 hour. The product is FC=1C=C2CCC(C2=CC1F)O (5,6-difluoro-1-hydroxyindane). Yield: 99.6%. RXN SMILES: [F:1][C:2]1[CH:3]=[C:4]2[C:8](=[CH:9][C:10]=1[F:11])[C:7](=[O:12])[CH2:6][CH2:5]2.[BH4-].[Na+]>C(O)C>[F:1][C:2]1[CH:3]=[C:4]2[C:8](=[CH:9][C:10]=1[F:11])[CH:7]([OH:12])[CH2:6][CH2:5]2 |f:1.2|. Reported procedure: 5,6-Difluoroindan-1-one (59.3 g, 0.353 mol) was dissolved in 1 L of ethanol and sodium borohydride (6.68 g, 0.176 mol) was added. The mixture was stirred for 48 hours and the ethanol was removed by evaporation under reduced pressure. The residue was partitioned between diethyl ether and water and the mixture was acidified with 1N hydrochloric acid. The mixture was dried over magnesium sulfate and filtered. The solvents were evaporated giving 5,6-difluoro-1-hydroxyindane (59.8 g) as an oil.